Dataset: the Open Reaction Database (ORD), a public repository of structured organic reaction records. Task: describe an organic reaction: reactants, conditions, products, and yield The reactants are [C-]#N.[K+] (KCN), COC1=CC=C(C(C=CC2=CC=CC=C2)=O)C=C1 (4'-methoxychalcone), CC(=O)O (HOAc). Run in O (water), COCCO (2-methoxyethanol), O (water). Yields the product COC1=CC=C(C=C1)C(C#N)C(CC1=CC=CC=C1)=O (2-(4'-methoxyphenyl)-4-phenyl-3-oxobutyronitrile). Isolated yield 75.6%. As a reaction SMILES: [C-:1]#[N:2].[K+].[CH3:4][O:5][C:6]1[CH:21]=[CH:20][C:9]([C:10](=O)[CH:11]=[CH:12][C:13]2[CH:18]=[CH:17][CH:16]=[CH:15][CH:14]=2)=[CH:8][CH:7]=1.CC(O)=[O:24]>O.COCCO>[CH3:4][O:5][C:6]1[CH:21]=[CH:20][C:9]([CH:10]([C:11](=[O:24])[CH2:12][C:13]2[CH:18]=[CH:17][CH:16]=[CH:15][CH:14]=2)[C:1]#[N:2])=[CH:8][CH:7]=1 |f:0.1|. Procedure: Step B Add KCN (11.27 g, 0.173 mol) in water (25 mL) to a 100° C. solution of 4'-methoxychalcone (27.51 g 0.115 mol) and HOAc (7.5 mL, 0.128 mol) in 2-methoxyethanol (200 mL). The reaction is complete in <10 min. Cool the resulting solution to room temperature and pour into a mixture of ice and water (1 L). Extract the mixture with EtOAc. Combine the organic extracts, wash with water and brine, dry over Na2SO4, filter and concentrate in vacuo. Recrystallize the resulting solid from CH2Cl2 /MeOH ... Starting materials: Residue, FC(CN)(F)F (2,2,2-Trifluoroethylamine), BrC=1C=C(C(=C2C(=NNC12)Cl)CO)C[C@H](C(=O)OC)CC(=O)OC ((S)-Dimethyl 2-((7-bromo-3-chloro-4-(hydroxymethyl)-1H-indazol-5-yl)methyl)succinate), S(=O)(Cl)Cl (thionyl chloride), C([O-])([O-])=O.[K+].[K+] (potassium carbonate), C(C)(=O)O (Acetic acid). Solvent: C(C)#N (acetonitrile), C(C)(=O)OCC (ethyl acetate). Conditions: time 2.5 hour. Yields the product BrC1=CC2=C(C=3C(=NNC13)Cl)CN(C([C@@H](C2)CC(=O)OC)=O)CC(F)(F)F ((S)-methyl 2-(4-bromo-1-chloro-8-oxo-9-(2,2,2-trifluoroethyl)-3,6,7,8,9,10-hexahydroazepino[3,4-e]indazol-7-yl)acetate). Isolated yield 46.0%. As a reaction SMILES: [Br:1][C:2]1[CH:3]=[C:4]([CH2:14][C@@H:15]([CH2:20][C:21]([O:23][CH3:24])=[O:22])[C:16]([O:18]C)=O)[C:5]([CH2:12]O)=[C:6]2[C:10]=1[NH:9][N:8]=[C:7]2[Cl:11].S(Cl)(Cl)=O.[F:29][C:30]([F:34])([F:33])[CH2:31][NH2:32].C(=O)([O-])[O-].[K+].[K+].C(O)(=O)C>C(#N)C.C(OCC)(=O)C>[Br:1][C:2]1[C:10]2[NH:9][N:8]=[C:7]([Cl:11])[C:6]=2[C:5]2[CH2:12][N:32]([CH2:31][C:30]([F:34])([F:33])[F:29])[C:16](=[O:18])[C@H:15]([CH2:20][C:21]([O:23][CH3:24])=[O:22])[CH2:14][C:4]=2[CH:3]=1 |f:3.4.5|. Reported procedure: (S)-Dimethyl 2-((7-bromo-3-chloro-4-(hydroxymethyl)-1H-indazol-5-yl)methyl)succinate (450 mg, 1.072 mmol) was dissolved in thionyl chloride (2.0 M in dichloromethane) (5.0 mL, 10.00 mmol). Reaction stirred at room temperature for 2.5 hours. Mixture was concentrated by roto-vap. Residue was dissolved in ethyl acetate. Material was washed twice with aqueous sodium bicarbonate and the aqueous phase was discarded. Organics were dried MgSO4, filtered and then concentrated to dryness. Residue (430 mg,...